From a dataset of the Open Reaction Database (ORD), a public repository of structured organic reaction records. describe an organic reaction: reactants, conditions, products, and yield Reactants: C, C1CCOC1, COCCC(OC(=O)c1ccc(-c2ccc(OCc3ccccc3)cc2)cc1)C(F)(F)F, [H][H], [Pd]. The product is COCCC(OC(=O)c1ccc(-c2ccc(O)cc2)cc1)C(F)(F)F. Reaction SMILES: [C:35].[CH2:37]1[O:38][CH2:39][CH2:40][CH2:41]1.[F:1][C:2]([CH:3]([CH2:4][CH2:5][O:6][CH3:7])[O:8][C:9](=[O:10])[c:11]1[cH:12][cH:13][c:14](-[c:17]2[cH:18][cH:19][c:20]([O:23][CH2:24][c:25]3[cH:26][cH:27][cH:28][cH:29][cH:30]3)[cH:21][cH:22]2)[cH:15][cH:16]1)([F:31])[F:32].[H:33][H:34].[Pd:36]>>[F:1][C:2]([CH:3]([CH2:4][CH2:5][O:6][CH3:7])[O:8][C:9](=[O:10])[c:11]1[cH:12][cH:13][c:14](-[c:17]2[cH:18][cH:19][c:20]([OH:23])[cH:21][cH:22]2)[cH:15][cH:16]1)([F:31])[F:32]. Reactants: CC(=O)Nc1ccc2c(c1)CCC2, [K+], O=[N+]([O-])[O-], O=S(=O)(O)O. Product: CC(=O)Nc1cc2c(cc1[N+](=O)[O-])CCC2. As a reaction SMILES: [C:1]([CH3:2])(=[O:3])[NH:4][c:5]1[cH:6][c:7]2[c:11]([cH:12][cH:13]1)[CH2:10][CH2:9][CH2:8]2.[K+:18].[N+:14](=[O:15])([O-:16])[O-:17].[S:19](=[O:20])(=[O:21])([OH:22])[OH:23]>>[C:1]([CH3:2])(=[O:3])[NH:4][c:5]1[cH:6][c:7]2[c:11]([cH:12][c:13]1[N+:14](=[O:15])[O-:16])[CH2:10][CH2:9][CH2:8]2. Reactants: Cl (HCl), C(CCC)[Li] (n-Butyllithium), C(CCCCCCC)C1=CC=C(C=C1)I (p-n-octyliodobenzene), COB(OC)OC (trimethylborate). The solvent is O (water), C1CCOC1 (THF). Run at temperature -78 celsius, time 30 minute. Yields the product C(CCCCCCC)C1=CC=C(C=C1)B(O)O (p-n-octylphenylboronic acid). Isolated yield 84.1%. Reaction SMILES: C([Li])CCC.[CH2:6]([C:14]1[CH:19]=[CH:18][C:17](I)=[CH:16][CH:15]=1)[CH2:7][CH2:8][CH2:9][CH2:10][CH2:11][CH2:12][CH3:13].C[O:22][B:23](OC)[O:24]C.Cl>C1COCC1.O>[CH2:6]([C:14]1[CH:19]=[CH:18][C:17]([B:23]([OH:24])[OH:22])=[CH:16][CH:15]=1)[CH2:7][CH2:8][CH2:9][CH2:10][CH2:11][CH2:12][CH3:13]. Procedure: n-Butyllithium (BuLi, 1.6 M in hexanes, 2.4 mL, 3.8 mmol) was added dropwise to a stirred solution of p-n-octyliodobenzene (1.0 g, 3.2 mmol) in dry THF (15 mL) at −78° C. under nitrogen. After stirring for 30 minutes and maintaining the temperature at −78° C., trimethylborate (0.4 g, 3.8 mmol) was added dropwise. The system was allowed to return to room temperature after 1 hour and was left stirring under nitrogen overnight. Concentrated HCl (8 mL) and water (15 mL) were then added and stirring ... Reactants: CC(C)Br, C=C(C)C1(C=O)CCC(C)=CC1C, [Cl-], [NH4+]. The product is C=C(C)C1(C(O)C(C)C)CCC(C)=CC1C. As a reaction SMILES: [Br:14][CH:15]([CH3:16])[CH3:17].[CH3:1][CH:2]1[C:3]([CH:9]=[O:10])([C:11](=[CH2:12])[CH3:13])[CH2:4][CH2:5][C:6]([CH3:8])=[CH:7]1.[Cl-:18].[NH4+:19]>>[CH3:1][CH:2]1[C:3]([CH:9]([OH:10])[CH:15]([CH3:16])[CH3:17])([C:11](=[CH2:12])[CH3:13])[CH2:4][CH2:5][C:6]([CH3:8])=[CH:7]1. Starting materials: CCOC(=O)C(=NO)c1csc(NC(c2ccccc2)(c2ccccc2)c2ccccc2)n1, O=C([O-])[O-], C=CCI, CN(C)C=O, CCOC(C)=O, [K+], [K+], O. Product: C=CCON=C(C(=O)OCC)c1csc(NC(c2ccccc2)(c2ccccc2)c2ccccc2)n1. As a reaction SMILES: [C:1]([c:2]1[cH:3][cH:4][cH:5][cH:6][cH:7]1)([c:8]1[cH:9][cH:10][cH:11][cH:12][cH:13]1)([c:14]1[cH:15][cH:16][cH:17][cH:18][cH:19]1)[NH:20][c:21]1[s:22][cH:23][c:24]([C:26]([C:27](=[O:28])[O:29][CH2:30][CH3:31])=[N:32][OH:33])[n:25]1.[C:34](=[O:35])([O-:36])[O-:37].[CH2:45]([CH:46]=[CH2:47])[I:48].[CH3:40][N:41]([CH3:42])[CH:43]=[O:44].[CH3:49][CH2:50][O:51][C:52](=[O:53])[CH3:54].[K+:38].[K+:39].[OH2:55]>>[C:1]([c:2]1[cH:3][cH:4][cH:5][cH:6][cH:7]1)([c:8]1[cH:9][cH:10][cH:11][cH:12][cH:13]1)([c:14]1[cH:15][cH:16][cH:17][cH:18][cH:19]1)[NH:20][c:21]1[s:22][cH:23][c:24]([C:26]([C:27](=[O:28])[O:29][CH2:30][CH3:31])=[N:32][O:33][CH2:47][CH:46]=[CH2:45])[n:25]1. The reactants are Cn1c(=O)oc2cc(CCBr)ccc21, Fc1ccc(N2CCNCC2)cc1, C1COCCO1. The product is Cn1c(=O)oc2cc(CCN3CCN(c4ccc(F)cc4)CC3)ccc21. Reaction SMILES: [CH3:14][n:15]1[c:16](=[O:27])[o:17][c:18]2[c:19]1[cH:20][cH:21][c:22]([CH2:24][CH2:25][Br:26])[cH:23]2.[F:1][c:2]1[cH:3][cH:4][c:5]([N:8]2[CH2:9][CH2:10][NH:11][CH2:12][CH2:13]2)[cH:6][cH:7]1.[O:28]1[CH2:29][CH2:30][O:31][CH2:32][CH2:33]1>>[F:1][c:2]1[cH:3][cH:4][c:5]([N:8]2[CH2:9][CH2:10][N:11]([CH2:25][CH2:24][c:22]3[cH:21][cH:20][c:19]4[n:15]([CH3:14])[c:16](=[O:27])[o:17][c:18]4[cH:23]3)[CH2:12][CH2:13]2)[cH:6][cH:7]1. The reactants are CC(C)OC(=O)N1CCC(COc2ccc(Br)cc2)CC1, O=C([O-])[O-], CS(=O)(=O)Nc1ccc(B(O)O)cc1, COCCOC, [Na+], [Na+], Cl[Pd]Cl, c1ccc(P(c2ccccc2)c2ccccc2)cc1, c1ccc(P(c2ccccc2)c2ccccc2)cc1. The product is CC(C)OC(=O)N1CCC(COc2ccc(-c3ccc(NS(C)(=O)=O)cc3)cc2)CC1. As a reaction SMILES: [Br:15][c:16]1[cH:17][cH:18][c:19]([O:22][CH2:23][CH:24]2[CH2:25][CH2:26][N:27]([C:30](=[O:31])[O:32][CH:33]([CH3:34])[CH3:35])[CH2:28][CH2:29]2)[cH:20][cH:21]1.[C:36](=[O:37])([O-:38])[O-:39].[CH3:1][S:2](=[O:3])(=[O:4])[NH:5][c:6]1[cH:7][cH:8][c:9]([B:12]([OH:13])[OH:14])[cH:10][cH:11]1.[CH3:83][O:84][CH2:85][CH2:86][O:87][CH3:88].[Na+:40].[Na+:41].[Pd:42]([Cl:43])[Cl:44].[c:45]1([P:46]([c:47]2[cH:48][cH:49][cH:50][cH:51][cH:52]2)[c:53]2[cH:54][cH:55][cH:56][cH:57][cH:58]2)[cH:59][cH:60][cH:61][cH:62][cH:63]1.[c:64]1([P:65]([c:66]2[cH:67][cH:68][cH:69][cH:70][cH:71]2)[c:72]2[cH:73][cH:74][cH:75][cH:76][cH:77]2)[cH:78][cH:79][cH:80][cH:81][cH:82]1>>[CH3:1][S:2](=[O:3])(=[O:4])[NH:5][c:6]1[cH:7][cH:8][c:9](-[c:16]2[cH:17][cH:18][c:19]([O:22][CH2:23][CH:24]3[CH2:25][CH2:26][N:27]([C:30](=[O:31])[O:32][CH:33]([CH3:34])[CH3:35])[CH2:28][CH2:29]3)[cH:20][cH:21]2)[cH:10][cH:11]1. Reactants: FC1=C(C=CC(=C1)F)C=1C=C(C(N(N1)CC(C)C)=O)CN1C(C=2C(C1=O)=CC=CC2)=O (6-(2,4-difluorophenyl)-2-isobutyl-4-phthalimidomethyl-2H-pyridazin-3-one), C(C1=CC=CC=C1)N1N=C(C=C(C1=O)C(=O)O)C1=CC(=C(C=C1)F)C (2-benzyl-4-carboxy-6-(4-fluoro-3-methylphenyl)-2H-pyridazin-3-one). Product: C(C1=CC=CC=C1)N1N=C(C=C(C1=O)CO)C1=CC(=C(C=C1)F)C (2-benzyl-6-(4-fluoro-3-methylphenyl)-4-hydroxymethyl-2H-pyridazin-3-one), needles. Yield: 28.4%. Reaction SMILES: FC1C=C(F)C=CC=1C1C=C(CN2C(=O)C3=CC=CC=C3C2=O)C(=O)N(CC(C)C)N=1.[CH2:32]([N:39]1[C:44](=[O:45])[C:43]([C:46](O)=[O:47])=[CH:42][C:41]([C:49]2[CH:54]=[CH:53][C:52]([F:55])=[C:51]([CH3:56])[CH:50]=2)=[N:40]1)[C:33]1[CH:38]=[CH:37][CH:36]=[CH:35][CH:34]=1>>[CH2:32]([N:39]1[C:44](=[O:45])[C:43]([CH2:46][OH:47])=[CH:42][C:41]([C:49]2[CH:54]=[CH:53][C:52]([F:55])=[C:51]([CH3:56])[CH:50]=2)=[N:40]1)[C:33]1[CH:38]=[CH:37][CH:36]=[CH:35][CH:34]=1. Procedure details: Following the procedure of Example 1 (8), 2-benzyl-4-carboxy-6-(4-fluoro-3-methylphenyl)-2H-pyridazin-3-one was reacted to yield the title compound as slightly yellow needles (yield: 28.4%).